Dataset: the Open Reaction Database (ORD), a public repository of structured organic reaction records. Task: describe an organic reaction: reactants, conditions, products, and yield As a reaction SMILES: [C:1](=[O:2])([CH3:3])[O:4][CH2:5][C:6]([C:7]12[CH:8]([CH2:9][CH:10]3[CH:11]4[CH2:12][CH2:13][C:14]5=[CH:15][C:16](=[O:27])[CH:17]=[CH:18][C:19]5([CH3:20])[CH:21]4[CH:22]([OH:26])[CH2:23][C:24]13[CH3:25])[O:28][CH2:29][O:30]2)=[O:31].[CH3:38][OH:39].[Ca+2:33].[O-:34][C:35](=[O:36])[O-:37].[OH2:32]>>[OH:4][CH2:5][C:6]([C:7]12[CH:8]([CH2:9][CH:10]3[CH:11]4[CH2:12][CH2:13][C:14]5=[CH:15][C:16](=[O:27])[CH:17]=[CH:18][C:19]5([CH3:20])[CH:21]4[CH:22]([OH:26])[CH2:23][C:24]13[CH3:25])[O:28][CH2:29][O:30]2)=[O:31]. The reactants are CC(=O)OCC(=O)C12OCOC1CC1C3CCC4=CC(=O)C=CC4(C)C3C(O)CC12C, CO, [Ca+2], O=C([O-])[O-], O. Yields the product CC12C=CC(=O)C=C1CCC1C2C(O)CC2(C)C1CC1OCOC12C(=O)CO. The reactants are FC1=CC=C(C=C1)NC(C1CCNCC1)C1=CC=C(C=C1)F (N,α-bis(4-fluorophenyl)-4-piperidinemethanamine), Cl.ClCC1=NC2=CC=CC=C2C=C1 (2-(chloromethyl)quinoline monohydrochloride), C([O-])(O)=O.[Na+] (sodium bicarbonate), Cl (HCl), oxalate salt, CO.C(C)OCC (methanol diethyl ether). Solvent: C(Cl)(Cl)Cl (chloroform), C(C)O (ethanol), C(Cl)Cl (methylene chloride). Product: O.C(C(=O)O)(=O)O.FC1=CC=C(C=C1)NC(C1CCN(CC1)CC1=NC2=CC=CC=C2C=C1)C1=CC=C(C=C1)F (N,α-Bis(4-fluorophenyl)-1-(2-quinolinylmethyl)-4-piperidinemethanamine ethanedioate hydrate). Yield: 17.9%. RXN SMILES: [F:1][C:2]1[CH:7]=[CH:6][C:5]([NH:8][CH:9]([C:16]2[CH:21]=[CH:20][C:19]([F:22])=[CH:18][CH:17]=2)[CH:10]2[CH2:15][CH2:14][NH:13][CH2:12][CH2:11]2)=[CH:4][CH:3]=1.Cl.Cl[CH2:25][C:26]1[CH:35]=[CH:34][C:33]2[C:28](=[CH:29][CH:30]=[CH:31][CH:32]=2)[N:27]=1.[C:36](=[O:39])([OH:38])[O-:37].[Na+].Cl.C[OH:43].C([O:46][CH2:47]C)C>C(O)C.C(Cl)(Cl)Cl.C(Cl)Cl>[OH2:37].[C:47]([OH:46])(=[O:43])[C:36]([OH:38])=[O:39].[F:1][C:2]1[CH:3]=[CH:4][C:5]([NH:8][CH:9]([C:16]2[CH:17]=[CH:18][C:19]([F:22])=[CH:20][CH:21]=2)[CH:10]2[CH2:15][CH2:14][N:13]([CH2:25][C:26]3[CH:35]=[CH:34][C:33]4[C:28](=[CH:29][CH:30]=[CH:31][CH:32]=4)[N:27]=3)[CH2:12][CH2:11]2)=[CH:6][CH:7]=1 |f:1.2,3.4,6.7,11.12.13|. Procedure details: A mixture of N,α-bis(4-fluorophenyl)-4-piperidinemethanamine (4.23 g, 0.014 mol), 2-(chloromethyl)quinoline monohydrochloride (3.00 g, 0.014 mol), and sodium bicarbonate (2.42 g, 0.029 mol) was stirred 32 h at room temperature in 350 mL of ethanol (200). The reaction was concentrated to dryness, and the residue obtained was dissolved in chloroform. The chloroform layer was extracted with water. The chloroform layer was dried (Na2SO4) and filtered. When the chloroform was removed by rotary evapor... Starting materials: ClC=1N=C(C2=C(N1)SC(=C2)CN2CCN(CC2)S(=O)(=O)C)N2CCOCC2 (2-chloro-6-(4-methanesulfonyl-piperazin-1-ylmethyl)-4-morpholin-4-yl-thieno[2,3-d]pyrimidine), CC1(OB(OC1(C)C)C1=C2C=NNC2=CC=C1)C (4-(4,4,5,5-tetramethyl-[1,3,2]dioxaborolan-2-yl)-1H-indazole). Product: N1N=CC2=C(C=CC=C12)C=1N=C(C2=C(N1)SC(=C2)CN2CCN(CC2)S(=O)(=O)C)N2CCOCC2 (4-(2-(1H-indazol-4-yl)-6-((4-(methylsulfonyl)piperazin-1-yl)methyl)thieno[2,3-d]pyrimidin-4-yl)morpholine). Reaction SMILES: Cl[C:2]1[N:3]=[C:4]([N:22]2[CH2:27][CH2:26][O:25][CH2:24][CH2:23]2)[C:5]2[CH:10]=[C:9]([CH2:11][N:12]3[CH2:17][CH2:16][N:15]([S:18]([CH3:21])(=[O:20])=[O:19])[CH2:14][CH2:13]3)[S:8][C:6]=2[N:7]=1.CC1(C)C(C)(C)OB([C:36]2[CH:44]=[CH:43][CH:42]=[C:41]3[C:37]=2[CH:38]=[N:39][NH:40]3)O1>>[NH:40]1[C:41]2[C:37](=[C:36]([C:2]3[N:3]=[C:4]([N:22]4[CH2:27][CH2:26][O:25][CH2:24][CH2:23]4)[C:5]4[CH:10]=[C:9]([CH2:11][N:12]5[CH2:17][CH2:16][N:15]([S:18]([CH3:21])(=[O:20])=[O:19])[CH2:14][CH2:13]5)[S:8][C:6]=4[N:7]=3)[CH:44]=[CH:43][CH:42]=2)[CH:38]=[N:39]1. Procedure details: 2-Chloro-6-(4-methanesulfonyl-piperazin-1-ylmethyl)-4-morpholin-4-yl-thieno[2,3-d]pyrimidine 32 from Example 5 was reacted with 4-(4,4,5,5-tetramethyl-[1,3,2]dioxaborolan-2-yl)-1H-indazole 7 and General Procedure A to give Formula IIa compound which was purified using flash chromatography (US 2008/0076758; WO 2006/046031, incorporated by reference herein). 400 MHz 1H NMR CDCl3: 2.67 (m, 4H, 2×CH2), 2.81 (s, 3H, CH3), 3.30 (m, 4H, 2×CH2), 3.83 (s, 2H, CH2), 3.92-3.94 (m, 4H, 2×CH2), 3.98-4.00 (m,...